Task: describe an organic reaction: reactants, conditions, products, and yield. Dataset: the Open Reaction Database (ORD), a public repository of structured organic reaction records Procedure: The title compound was prepared from 5-bromo-2,3-diaminopyridine and 4-[2-(1-piperidinyl)ethoxy]benzaldehyde. Starting materials: BrC=1C=C(C(=NC1)N)N (5-bromo-2,3-diaminopyridine), N1(CCCCC1)CCOC1=CC=C(C=O)C=C1 (4-[2-(1-piperidinyl)ethoxy]benzaldehyde). Yields the product BrC=1C=C2C(=NC1)NC(=N2)C2=CC=C(C=C2)OCCN2CCCCC2 (6-Bromo-2-[4-(2-piperidin-1-ylethoxy)phenyl]-3H-imidazo[4,5-b]pyridine). Reaction SMILES: [Br:1][C:2]1[CH:3]=[C:4]([NH2:9])[C:5]([NH2:8])=[N:6][CH:7]=1.[N:10]1([CH2:16][CH2:17][O:18][C:19]2[CH:26]=[CH:25][C:22]([CH:23]=O)=[CH:21][CH:20]=2)[CH2:15][CH2:14][CH2:13][CH2:12][CH2:11]1>>[Br:1][C:2]1[CH:3]=[C:4]2[N:9]=[C:23]([C:22]3[CH:21]=[CH:20][C:19]([O:18][CH2:17][CH2:16][N:10]4[CH2:15][CH2:14][CH2:13][CH2:12][CH2:11]4)=[CH:26][CH:25]=3)[NH:8][C:5]2=[N:6][CH:7]=1. Starting materials: ClCCC1=CC=C(C=C1)N1C(=NC=2C1=NC(=CC2C)C)CC (3-[4-(2-Chloroethyl)phenyl]-2-ethyl-5,7-dimethyl-3H-imidazo[4,5-b]pyridine), CN (methylamine). Run in O (water). Run at temperature 130 celsius. Yields the product C(C)C1=NC=2C(=NC(=CC2C)C)N1C1=CC=C(C=C1)CCNC (N-{2-[4-(2-Ethyl-5,7-dimethyl-3H-imidazo[4,5-b]pyridin-3-yl)phenyl]ethyl}-N-methylamine). Isolated yield 85.0%. RXN SMILES: Cl[CH2:2][CH2:3][C:4]1[CH:9]=[CH:8][C:7]([N:10]2[C:14]3=[N:15][C:16]([CH3:20])=[CH:17][C:18]([CH3:19])=[C:13]3[N:12]=[C:11]2[CH2:21][CH3:22])=[CH:6][CH:5]=1.[CH3:23][NH2:24]>O>[CH2:21]([C:11]1[N:10]([C:7]2[CH:8]=[CH:9][C:4]([CH2:3][CH2:2][NH:24][CH3:23])=[CH:5][CH:6]=2)[C:14]2=[N:15][C:16]([CH3:20])=[CH:17][C:18]([CH3:19])=[C:13]2[N:12]=1)[CH3:22]. Procedure details: A mixture of 3-[4-(2-chloroethyl)phenyl]-2-ethyl-5,7-dimethyl-3H-imidazo[4,5-b]pyridine (step 7 of Example 1, 627 mg, 9.0 mmol), a solution of methylamine (40% in methanol, 6 mL) and water (6 mL) was placed in a sealed tube and heated overnight at 130° C. The reaction mixture was partitioned between dichloromethane (50 mL) and water (50 mL). The organic phase was separated and the aqueous phase was extracted with dichloromethane (50 mL). The combined organic extracts were washed with brine (50 m... The reactants are P(Br)(Br)Br (PBr3), C([O-])(O)=O.[Na+] (sodium bicarbonate), C1(=CC=C2C=CC3=CC=CC4=CC=C1C2=C34)CO ((1-pyrenyl)methanol), N#N (N2). Run in ClCCl (dichloromethane), C(Cl)Cl (CH2Cl2). Conditions: time 12 hour. Yields the product C1(=CC=C2C=CC3=CC=CC4=CC=C1C2=C34)CBr ((1-pyrenyl)bromomethane). RXN SMILES: [C:1]1([CH2:17]O)[C:14]2[C:15]3=[C:16]4[C:11](=[CH:12][CH:13]=2)[CH:10]=[CH:9][CH:8]=[C:7]4[CH:6]=[CH:5][C:4]3=[CH:3][CH:2]=1.P(Br)(Br)[Br:20].N#N.C(=O)(O)[O-].[Na+]>ClCCl>[C:1]1([CH2:17][Br:20])[C:14]2[C:15]3=[C:16]4[C:11](=[CH:12][CH:13]=2)[CH:10]=[CH:9][CH:8]=[C:7]4[CH:6]=[CH:5][C:4]3=[CH:3][CH:2]=1 |f:3.4|. Procedure details: Firstly, 500 mg of (1-pyrenyl)methanol as the starting material was dissolved in 20 mL of dehydrated dichloromethane, and then 1 mL of PBr3 was slowly dropped into the solution that was kept in an ice bath of 0° C. in an N2-atmosphere. After 12 hours of stirring with a magnetic stirrer, the mixture was neutralized with 50 ml of 0.3M sodium bicarbonate solution (4 g/150 mL) three times using a separating funnel, and then CH2Cl2 was used to extract the organic phase in the mixture. After the moist... Starting materials: C(C)(C)N(CC)C(C)C (Diisopropylethylamine), C(C)(C)(C)OC(=O)NCC1=C(CNC([C@H]2NCCC2)=O)C=C(C=C1)Cl (L-prolin-N-(2-(tert-butyloxycarbonylaminomethyl)-5-chlorobenzyl)amide), R-hexahydromandelic acid, C1=CC=C2C(=C1)N=NN2O.O (HOBT hydrate), C(CCl)Cl (EDC), CN(C)C=O (DMF). Conditions: time 2 hour. Product: C1(CCCCC1)[C@H](C(=O)N1[C@H](C(=O)NCC2=C(C=CC(=C2)Cl)CNC(=O)OC(C)(C)C)CCC1)O (1-((2R)-2-Cyclohexyl-2-hydroxyethanoyl)-N-(2-(tert-butyloxycarbonylaminomethyl)-5-chlorobenzyl)-L-prolinamide). Reaction SMILES: [C:1]([O:5][C:6]([NH:8][CH2:9][C:10]1[CH:24]=[CH:23][C:22]([Cl:25])=[CH:21][C:11]=1[CH2:12][NH:13][C:14](=[O:20])[C@@H:15]1[CH2:19][CH2:18][CH2:17][NH:16]1)=[O:7])([CH3:4])([CH3:3])[CH3:2].[CH:26]1[CH:31]=[C:30]2N=NN(O)[C:29]2=[CH:28][CH:27]=1.[OH2:36].[CH2:37](Cl)[CH2:38]Cl.C(N(C(C)C)CC)(C)C.CN(C=[O:54])C>>[CH:30]1([C@@H:37]([OH:54])[C:38]([N:16]2[CH2:17][CH2:18][CH2:19][C@H:15]2[C:14]([NH:13][CH2:12][C:11]2[CH:21]=[C:22]([Cl:25])[CH:23]=[CH:24][C:10]=2[CH2:9][NH:8][C:6]([O:5][C:1]([CH3:4])([CH3:2])[CH3:3])=[O:7])=[O:20])=[O:36])[CH2:29][CH2:28][CH2:27][CH2:26][CH2:31]1 |f:1.2|. Reported procedure: To a stirred solution of L-prolin-N-(2-(tert-butyloxycarbonylaminomethyl)-5-chlorobenzyl)amide (1.23 g, 3.32 mmol, 1.0 equiv, HPLC RT=2.77 min), R-hexahydromandelic acid (0.552 g, 3.49 mmol, 1.05 equiv), and HOBT hydrate (0.524 g, 3.32 mmol, 1.0 equiv) in DMF (20 mL) was added EDC (0.855 g, 4.32 mmol, 1.3 equiv). Diisopropylethylamine was then added in portions (0.5 mL total) to bring the pH of the solution to 6-7 as measured on wetted E. Merck pH indicator strips. The mixture was stirred at amb... The reactants are C(C1=CC=CC=C1)OC1=CN2C=C(C(=C2C=C1)CC)C1=CC=C(C=C1)OCC1=CC=CC=C1 (6-Benzyloxy-2-(4-benzyloxyphenyl)-1-ehtylindolizine), CC(C#C)=O (3-butyn-2-one), ClC=1C(C(=C(C(C1Cl)=O)C#N)C#N)=O (2,3-Dichloro-5,6-dicyano-1,4-benzoquinone). Solvent: C1(=CC=CC=C1)C (toluene). Yields the product C(C)(=O)C=1C=C2C(=C(C3=CC=C(C1N23)OCC2=CC=CC=C2)CC)C2=CC=C(C=C2)OCC2=CC=CC=C2 (4-acetyl-5-benzyloxy-2-(4-benzyloxyphenyl)-1-ethylpyrrolo[2,1,5-cd]indolizine). Yield: 38.0%. RXN SMILES: [CH2:1]([O:8][C:9]1[CH:17]=[CH:16][C:15]2[N:11]([CH:12]=[C:13]([C:20]3[CH:25]=[CH:24][C:23]([O:26][CH2:27][C:28]4[CH:33]=[CH:32][CH:31]=[CH:30][CH:29]=4)=[CH:22][CH:21]=3)[C:14]=2[CH2:18][CH3:19])[CH:10]=1)[C:2]1[CH:7]=[CH:6][CH:5]=[CH:4][CH:3]=1.[CH3:34][C:35](=[O:38])[C:36]#[CH:37].ClC1C(=O)C(C#N)=C(C#N)C(=O)C=1Cl>C1(C)C=CC=CC=1>[C:35]([C:36]1[CH:37]=[C:12]2[N:11]3[C:15](=[CH:16][CH:17]=[C:9]([O:8][CH2:1][C:2]4[CH:3]=[CH:4][CH:5]=[CH:6][CH:7]=4)[C:10]=13)[C:14]([CH2:18][CH3:19])=[C:13]2[C:20]1[CH:21]=[CH:22][C:23]([O:26][CH2:27][C:28]2[CH:33]=[CH:32][CH:31]=[CH:30][CH:29]=2)=[CH:24][CH:25]=1)(=[O:38])[CH3:34]. Procedure: 6-Benzyloxy-2-(4-benzyloxyphenyl)-1-ehtylindolizine, prepared in example 23, step 5, (2.17 g, 5.0 mmol) was dissolved in 100 ml of dry toluene under a nitrogen atmosphere, and the mixture was stirred in an ice bath, while 3-butyn-2-one (0.34 ml, 5.75 mmol) was added dropwise. The cooling source was removed and stirring was continued for twenty hours. 2,3-Dichloro-5,6-dicyano-1,4-benzoquinone (0.57 g, 0.25 mmol) was added in portions and stirring was continued for 11/2 hour. The solvent was evapo... The reactants are O=C1CSC2=C(N1)C=C(C=C2)C=O (3-oxo-3,4-dihydro-2H-benzo[1,4]thiazine-6-carbaldehyde), 1.c, CC1=CC=CC2=C1N=CS2 (4-methyl-benzothiazole), C(C)(C)(C)OC(N[C@@H]1CC[C@H](CC1)C(N(C)OC)=O)=O ([trans-4-(methoxy-methyl-carbamoyl)-cyclohexyl]-carbamic acid tert-butyl ester). The product is CC1=CC=CC2=C1N=C(S2)C(=O)[C@@H]2CC[C@H](CC2)NCC=2C=CC1=C(NC(CS1)=O)C2 (6-{[trans-4-(4-methyl-benzothiazole-2-carbonyl)-cyclohexylamino]-methyl}-4H-benzo[1,4]thiazin-3-one), solid. As a reaction SMILES: [CH3:1][C:2]1[C:7]2[N:8]=[CH:9][S:10][C:6]=2[CH:5]=[CH:4][CH:3]=1.C(O[C:16](=O)[NH:17][C@H:18]1[CH2:23][CH2:22][C@H:21]([C:24](=[O:29])N(OC)C)[CH2:20][CH2:19]1)(C)(C)C.[O:31]=[C:32]1[NH:37][C:36]2[CH:38]=[C:39](C=O)[CH:40]=[CH:41][C:35]=2[S:34][CH2:33]1>>[CH3:1][C:2]1[C:7]2[N:8]=[C:9]([C:24]([C@H:21]3[CH2:20][CH2:19][C@H:18]([NH:17][CH2:16][C:39]4[CH:40]=[CH:41][C:35]5[S:34][CH2:33][C:32](=[O:31])[NH:37][C:36]=5[CH:38]=4)[CH2:23][CH2:22]3)=[O:29])[S:10][C:6]=2[CH:5]=[CH:4][CH:3]=1. Procedure details: Using 4-methyl-benzothiazole (5 mmol, obtained by reductive deamination of 2-amino-4-methylbenzothiazole), [trans-4-(methoxy-methyl-carbamoyl)-cyclohexyl]-carbamic acid tert-butyl ester (2.5 mmol) and 3-oxo-3,4-dihydro-2H-benzo[1,4]thiazine-6-carbaldehyde (0.3 mmol) in according to the same protocol as that described for example 1, steps 1.a to 1.c, the title compound was obtained as a yellowish solid (55 mg).